Dataset: the Open Reaction Database (ORD), a public repository of structured organic reaction records. Task: describe an organic reaction: reactants, conditions, products, and yield The product is C(=O)C1=CC=C(OC(C(=O)OCC)C)C=C1 (Ethyl 2-(4-formylphenoxy)propanoate). Yield: 83.0%. Reaction SMILES: [OH:1][C:2]1[CH:9]=[CH:8][C:5]([CH:6]=[O:7])=[CH:4][CH:3]=1.C([O-])([O-])=O.[K+].[K+].[CH2:16]([O:18][C:19](=[O:23])[CH:20](Br)[CH3:21])[CH3:17].C(O)(C)C>CC(C)=O>[CH:6]([C:5]1[CH:8]=[CH:9][C:2]([O:1][CH:20]([CH3:21])[C:19]([O:18][CH2:16][CH3:17])=[O:23])=[CH:3][CH:4]=1)=[O:7] |f:1.2.3|. Procedure: The compound was prepared according to general procedure E with 4-hydroxybenzaldehyde (3.3 mmol) in dry acetone (15 ml), anhydrous K2CO3 (4.3 mmol), and ethyl-2 bromopropionate (3.6 mmol) at reflux for 2 h45. Isopropanol was added and evaporated by azeotropic distillation with ethyl-2-bromopropionate. 609 mg of pure compound were obtained (83% yield). 1H NMR (250 MHz, CDCl3): δ 1.10 (t, J=7.1 Hz, 3H), 1.52 (d, J=6.8 Hz, 3H), 4.10 (q, J=7.1 Hz, 2H), 4.76 (q, J=6.8 Hz, 1H) 6.85 (d, J=8.7 Hz 2H), 7... Run in CC(=O)C (acetone). Starting materials: OC1=CC=C(C=O)C=C1 (4-hydroxybenzaldehyde), C(C)(C)O (Isopropanol), C(=O)([O-])[O-].[K+].[K+] (K2CO3), C(C)OC(C(C)Br)=O (ethyl-2 bromopropionate). Reactants: C[O-].[Na+] (Sodium methoxide), ClC1=C(C2=C(NC(C(=C2O)C2=CC=CC=C2)=O)S1)C=1C(=C2CCCCC2=CC1)O (2-chloro-4-hydroxy-3-(5-hydroxytetralin-6-yl)-5-phenyl-7H-thieno[2,3-b]pyridin-6-one), O (water). The solvent is CO.O1CCCC1 (methanol tetrahydrofuran). Yields the product ClC1=C(C2=C(NC(C(=C2[O-])C2=CC=CC=C2)=O)S1)C=1C(=C2CCCCC2=CC1)O.[Na+] (sodium 2-chloro-3-(5-hydroxytetralin-6-yl)-6-oxo-5-phenyl-7H-thieno[2,3-b]pyridin-4-olate). Reaction SMILES: [Cl:1][C:2]1[S:18][C:5]2[NH:6][C:7](=[O:17])[C:8]([C:11]3[CH:16]=[CH:15][CH:14]=[CH:13][CH:12]=3)=[C:9]([OH:10])[C:4]=2[C:3]=1[C:19]1[C:20]([OH:29])=[C:21]2[C:26](=[CH:27][CH:28]=1)[CH2:25][CH2:24][CH2:23][CH2:22]2.C[O-].[Na+:32].O>CO.O1CCCC1>[Cl:1][C:2]1[S:18][C:5]2[NH:6][C:7](=[O:17])[C:8]([C:11]3[CH:16]=[CH:15][CH:14]=[CH:13][CH:12]=3)=[C:9]([O-:10])[C:4]=2[C:3]=1[C:19]1[C:20]([OH:29])=[C:21]2[C:26](=[CH:27][CH:28]=1)[CH2:25][CH2:24][CH2:23][CH2:22]2.[Na+:32] |f:1.2,4.5,6.7|. Reported procedure: 2-chloro-4-hydroxy-3-(5-hydroxytetralin-6-yl)-5-phenyl-7H-thieno[2,3-b]pyridin-6-one (4.0 g, 9.44 mmol) was dissolved in a mixture of methanol/tetrahydrofuran (25 ml/25 mL). Sodium methoxide solution (30% in methanol) (1.75 mL, 9.44 mmol) was slowly added followed by water (15 ml). Organic solvents were removed under reduced pressure. The remaining aqueous solution was lyophilized to give a grey solid (4.80 g, 100%, compound crystallized with 4 water molecules). The reactants are C(C)(=O)O[C@H]1[C@@H](C(N1S(=O)(=O)[O-])=O)NC(C(=NOC(C)C)C=1N=C(SC1)NC(CCl)=O)=O.[Na+] (sodium (3S,4S)-4-acetoxy-3-[2-(2-chloroacetamidothiazol-4-yl)-2-isopropoxyiminoacetamido]-2-oxoazetidine-1-sulfonate), CSC(N)=S.[Na] (sodium monomethyldithiocarbamate). Run in O (water). Run at time 1 hour. Product: C(C)(=O)O[C@H]1[C@@H](C(N1S(=O)(=O)[O-])=O)NC(C(=NOC(C)C)C=1N=C(SC1)N)=O.[Na+] (sodium (3S,4S)-4-acetoxy-3-[2-(2-aminothiazol-4-yl)-2-isopropoxyiminoacetamido]-2-oxoazetidine-1-sulfonate). The yield is 71.4%. As a reaction SMILES: [C:1]([O:4][C@@H:5]1[N:8]([S:9]([O-:12])(=[O:11])=[O:10])[C:7](=[O:13])[C@H:6]1[NH:14][C:15](=[O:32])[C:16]([C:22]1[N:23]=[C:24]([NH:27]C(=O)CCl)[S:25][CH:26]=1)=[N:17][O:18][CH:19]([CH3:21])[CH3:20])(=[O:3])[CH3:2].[Na+:33].CSC(=S)N.[Na]>O>[C:1]([O:4][C@@H:5]1[N:8]([S:9]([O-:12])(=[O:11])=[O:10])[C:7](=[O:13])[C@H:6]1[NH:14][C:15](=[O:32])[C:16]([C:22]1[N:23]=[C:24]([NH2:27])[S:25][CH:26]=1)=[N:17][O:18][CH:19]([CH3:21])[CH3:20])(=[O:3])[CH3:2].[Na+:33] |f:0.1,2.3,5.6,^1:38|. Reported procedure: To a solution of 0.250 g sodium (3S,4S)-4-acetoxy-3-[2-(2-chloroacetamidothiazol-4-yl)-2-isopropoxyiminoacetamido]-2-oxoazetidine-1-sulfonate in 4 ml of water is added 73 mg of sodium monomethyldithiocarbamate under ice-cooling and the mixture is stirred at room temperature for one hour. The insolubles are filtered off and the filtrate is purified on a column of XAD-II. The above procedure gives 0.153 g of sodium (3S,4S)-4-acetoxy-3-[2-(2-aminothiazol-4-yl)-2-isopropoxyiminoacetamido]-2-oxoazeti... Reactants: c1ccc(COCC2CO2)cc1, C1CSCSC1, C1CCOC1, [Li]CCCC. Yields the product OC(COCc1ccccc1)CC1SCCCS1. Reaction SMILES: [CH2:12]([c:13]1[cH:14][cH:15][cH:16][cH:17][cH:18]1)[O:19][CH2:20][CH:21]1[CH2:22][O:23]1.[CH2:1]1[CH2:2][S:3][CH2:4][S:5][CH2:6]1.[CH2:24]1[O:25][CH2:26][CH2:27][CH2:28]1.[CH2:7]([Li:8])[CH2:9][CH2:10][CH3:11]>>[CH2:1]1[CH2:2][S:3][CH:4]([CH2:22][CH:21]([CH2:20][O:19][CH2:12][c:13]2[cH:14][cH:15][cH:16][cH:17][cH:18]2)[OH:23])[S:5][CH2:6]1. Reactants: [O-][W](=O)(=O)[O-].[Na+].[Na+] (sodium tungstate), P(O)(O)(O)=O (orthophosphoric acid), Li2SO4.H2O. Solvent: O (H2O). Yields the product O.O.O.O.O.O.O.O.O.O.O.O.O.O.O.O.O.O.O.O.O.O.O.O.O.O.O.O.O.O.O.O.O.O.O.O.O.O.O.O.P.[W].[W].[W].[W].[W].[W].[W].[W].[W].[W].[W].[W] (Phosphotungstic acid). As a reaction SMILES: [O-:1][W:2]([O-])(=O)=O.[Na+].[Na+].[P:8](=O)(O)(O)[OH:9]>O>[OH2:1].[OH2:9].[OH2:1].[OH2:1].[OH2:1].[OH2:1].[OH2:1].[OH2:1].[OH2:1].[OH2:1].[OH2:1].[OH2:1].[OH2:1].[OH2:1].[OH2:1].[OH2:1].[OH2:1].[OH2:1].[OH2:1].[OH2:1].[OH2:1].[OH2:1].[OH2:1].[OH2:1].[OH2:1].[OH2:1].[OH2:1].[OH2:1].[OH2:1].[OH2:1].[OH2:1].[OH2:1].[OH2:1].[OH2:1].[OH2:1].[OH2:1].[OH2:1].[OH2:1].[OH2:1].[OH2:1].[PH3:8].[W:2].[W:2].[W:2].[W:2].[W:2].[W:2].[W:2].[W:2].[W:2].[W:2].[W:2].[W:2] |f:0.1.2,5.6.7.8.9.10.11.12.13.14.15.16.17.18.19.20.21.22.23.24.25.26.27.28.29.30.31.32.33.34.35.36.37.38.39.40.41.42.43.44.45.46.47.48.49.50.51.52.53.54.55.56.57|. Reported procedure: Phosphotungstic acid reagent was prepared by refluxing a solution of 4 g sodium tungstate in 30 ml of H2O with 3.2 ml of 85% by weight orthophosphoric acid for 2 hours. The solution was then cooled to room temperature and diluted to 100 cc. Then 3.2 g of Li2SO4.H2O was added and mixed well. This liquid reagent material was incorporated into pods prepared as described in Example 1.